From a dataset of the Open Reaction Database (ORD), a public repository of structured organic reaction records. describe an organic reaction: reactants, conditions, products, and yield Starting materials: [N+](=O)([O-])C=1C=C2C(NC=NC2=CC1)=O (6-nitro-3H-quinazolin-4-one), CO (MeOH). Reagents/catalysts: [Pd] (Pd). The solvent is CCO (EtOH). Yields the product NC=1C=C2C(NC=NC2=CC1)=O (6-amino-3H-quinazolin-4-one). RXN SMILES: [N+:1]([C:4]1[CH:5]=[C:6]2[C:11](=[CH:12][CH:13]=1)[N:10]=[CH:9][NH:8][C:7]2=[O:14])([O-])=O.CO>CCO.[Pd]>[NH2:1][C:4]1[CH:5]=[C:6]2[C:11](=[CH:12][CH:13]=1)[N:10]=[CH:9][NH:8][C:7]2=[O:14]. Procedure: Hydrogenation of 6-nitro-3H-quinazolin-4-one (2 g) in EtOH (200 mL) was catalyzed by Pd/c (10%, 200 mg) under a H2 balloon for 1 h. MeOH (200 mL) was added to the mixture. The suspension was filtered through a layer of Celite® and the filtrate was concentrated in vacuum to give the desired compound. Product: CCOC(=O)c1nn(Cc2ccc(C(N)=O)cc2)c2ccccc12. Starting materials: CCOC(=O)c1nn(Cc2ccc(C#N)cc2)c2ccccc12, O=S(=O)(O)O. Reaction SMILES: [CH2:1]([CH3:2])[O:3][C:4](=[O:5])[c:6]1[n:7][n:8]([CH2:15][c:16]2[cH:17][cH:18][c:19]([C:22]#[N:23])[cH:20][cH:21]2)[c:9]2[cH:10][cH:11][cH:12][cH:13][c:14]12.[S:24]([OH:25])(=[O:26])(=[O:27])[OH:28]>>[CH2:1]([CH3:2])[O:3][C:4](=[O:5])[c:6]1[n:7][n:8]([CH2:15][c:16]2[cH:17][cH:18][c:19]([C:22]([NH2:23])=[O:25])[cH:20][cH:21]2)[c:9]2[cH:10][cH:11][cH:12][cH:13][c:14]12. The reactants are O=C([O-])[O-], CN1CCCC1=O, COc1cc(Cl)cc(OC)c1, [Cu], [Cu]I, [K+], [K+], O=C(O)c1ccccc1S. The product is COc1cc(OC)cc(Sc2ccccc2C(=O)O)c1. As a reaction SMILES: [C:22](=[O:23])([O-:24])[O-:25].[CH3:28][N:29]1[CH2:30][CH2:31][CH2:32][C:33]1=[O:34].[Cl:11][c:12]1[cH:13][c:14]([O:20][CH3:21])[cH:15][c:16]([O:18][CH3:19])[cH:17]1.[Cu:35].[Cu:36][I:37].[K+:26].[K+:27].[OH:1][C:2](=[O:3])[c:4]1[cH:5][cH:6][cH:7][cH:8][c:9]1[SH:10]>>[OH:1][C:2](=[O:3])[c:4]1[cH:5][cH:6][cH:7][cH:8][c:9]1[S:10][c:12]1[cH:13][c:14]([O:20][CH3:21])[cH:15][c:16]([O:18][CH3:19])[cH:17]1. Starting materials: CCCCCCCCCCCCCC(=O)OC(CCCCCCCCCCC)CC(=O)O, NC(CO)C(=O)OCc1ccccc1. Product: CCCCCCCCCCCCCC(=O)OC(CCCCCCCCCCC)CC(=O)NC(CO)C(=O)OCc1ccccc1. Reaction SMILES: [C:15]([CH2:16][CH2:17][CH2:18][CH2:19][CH2:20][CH2:21][CH2:22][CH2:23][CH2:24][CH2:25][CH2:26][CH2:27][CH3:28])(=[O:29])[O:30][CH:31]([CH2:32][C:33](=[O:34])[OH:35])[CH2:36][CH2:37][CH2:38][CH2:39][CH2:40][CH2:41][CH2:42][CH2:43][CH2:44][CH2:45][CH3:46].[CH2:1]([c:2]1[cH:3][cH:4][cH:5][cH:6][cH:7]1)[O:8][C:9]([CH:10]([NH2:11])[CH2:12][OH:13])=[O:14]>>[CH2:1]([c:2]1[cH:3][cH:4][cH:5][cH:6][cH:7]1)[O:8][C:9]([CH:10]([NH:11][C:33]([CH2:32][CH:31]([O:30][C:15]([CH2:16][CH2:17][CH2:18][CH2:19][CH2:20][CH2:21][CH2:22][CH2:23][CH2:24][CH2:25][CH2:26][CH2:27][CH3:28])=[O:29])[CH2:36][CH2:37][CH2:38][CH2:39][CH2:40][CH2:41][CH2:42][CH2:43][CH2:44][CH2:45][CH3:46])=[O:34])[CH2:12][OH:13])=[O:14]. Reactants: C#CCO, CN(C)C=O, Cc1nc(Cl)cc(-c2ccccc2)n1, [H-], [Na+], O. Product: C#CCOc1cc(-c2ccccc2)nc(C)n1. As a reaction SMILES: [CH2:15]([C:16]#[CH:17])[OH:18].[CH3:22][N:23]([CH3:24])[CH:25]=[O:26].[Cl:1][c:2]1[n:3][c:4]([CH3:14])[n:5][c:6](-[c:8]2[cH:9][cH:10][cH:11][cH:12][cH:13]2)[cH:7]1.[H-:19].[Na+:20].[OH2:21]>>[c:2]1([O:18][CH2:15][C:16]#[CH:17])[n:3][c:4]([CH3:14])[n:5][c:6](-[c:8]2[cH:9][cH:10][cH:11][cH:12][cH:13]2)[cH:7]1.